From a dataset of the Open Reaction Database (ORD), a public repository of structured organic reaction records. describe an organic reaction: reactants, conditions, products, and yield The reactants are c1ccc(Cn2ncc3c2Cc2cn[nH]c2-3)cc1, [Cl-], N, [NH4+], [Na], C1CCOC1. Yields the product c1n[nH]c2c1Cc1[nH]ncc1-2. Reaction SMILES: [CH2:1]([c:2]1[cH:3][cH:4][cH:5][cH:6][cH:7]1)[n:8]1[n:9][cH:10][c:11]2[c:12]1[CH2:13][c:14]1[c:15]-2[nH:16][n:17][cH:18]1.[Cl-:21].[NH3:19].[NH4+:22].[Na:20].[O:23]1[CH2:24][CH2:25][CH2:26][CH2:27]1>>[nH:8]1[n:9][cH:10][c:11]2[c:12]1[CH2:13][c:14]1[c:15]-2[nH:16][n:17][cH:18]1. Starting materials: potassiumn carbonate, OC1=C(C=CC=C1)OCCCCC (1-hydroxy-2-pentoxybenzene). The solvent is C(C(C)C)C(=O)C (methyl isobutyl ketone). Product: OCCCOC1=C(C=CC=C1)OCCCCC (1-(3'-hydroxypropoxy)-2-pentoxybenzene). Isolated yield 95.1%. RXN SMILES: [OH:1][C:2]1[CH:7]=[CH:6][CH:5]=[CH:4][C:3]=1[O:8][CH2:9][CH2:10][CH2:11][CH2:12][CH3:13]>C(C(C)=O)C(C)C>[OH:1][CH2:2][CH2:3][CH2:4][O:1][C:2]1[CH:7]=[CH:6][CH:5]=[CH:4][C:3]=1[O:8][CH2:9][CH2:10][CH2:11][CH2:12][CH3:13]. Reported procedure: 50.1 g (0.36 mol) of potassiumn carbonate and 115.6 g of methyl isobutyl ketone were added to 124 g (0.69 mol) of 1-hydroxy-2-pentoxybenzene and 100.8 g (0.69 mol), after which the mixture was refluxed for 40 hours. The mixture was cooled, after which the potassium carbonate was filtered off and the methyl isobutyl ketone was distilled off under reduced pressure. The oily residue was then subjected to fractional distillation over a short column under reduced pressure from an oil pump. 78.2 g of ... Starting materials: FC1=C(C=CC=C1)F (o-difluorobenzene), C(=O)=O (dry ice), C(CC)=O (propionaldehyde), secondary alcohol. The product is FC1=C(C(=O)O)C=CC(=C1F)CCC (2,3-difluoro-4-propylbenzoic acid). Reaction SMILES: [F:1][C:2]1[CH:7]=[CH:6][CH:5]=[CH:4][C:3]=1[F:8].[CH:9](=O)[CH2:10][CH3:11].[C:13](=[O:15])=[O:14]>>[F:1][C:2]1[C:3]([F:8])=[C:4]([CH2:9][CH2:10][CH3:11])[CH:5]=[CH:6][C:7]=1[C:13]([OH:15])=[O:14]. Procedure: 2,3-Difluoropropylbenzene is obtained by lithiating o-difluorobenzene at -70° to -80° and reacting with propionaldehyde, dehydrating the secondary alcohol produced and subsequently hydrogenating the double bond. Re-metallation and reaction with dry ice gives 2,3-difluoro-4-propylbenzoic acid. From this acid, 4-(4'-pentylbiphenyl) 2,3-difluoro-4-propylbenzoate, C 74° Sc 86° N 160.1° I, is obtained analogously to Example 1 by esterification using 4-pentyl-4'-hydroxybiphenyl anddicyclohexylcarbodii... Reactants: C(C1=CC=CC=C1)OC=1C=C(C=O)C=CC1OC (3-benzyloxy-4-methoxybenzaldehyde), ClC1=C(C=O)C=CC(=C1OCC1=CC=CC=C1)OC (2-chloro-3-benzyloxy-4-methoxybenzaldehyde). The product is ClC1=C(C=O)C=CC(=C1OCC1=CC=CC=C1)O (2-chloro-3-benzyloxy-4-hydroxybenzaldehyde). As a reaction SMILES: C(OC1C=C(C=CC=1OC)C=O)C1C=CC=CC=1.[Cl:19][C:20]1[C:27]([O:28][CH2:29][C:30]2[CH:35]=[CH:34][CH:33]=[CH:32][CH:31]=2)=[C:26]([O:36]C)[CH:25]=[CH:24][C:21]=1[CH:22]=[O:23]>>[Cl:19][C:20]1[C:27]([O:28][CH2:29][C:30]2[CH:31]=[CH:32][CH:33]=[CH:34][CH:35]=2)=[C:26]([OH:36])[CH:25]=[CH:24][C:21]=1[CH:22]=[O:23]. Procedure: Proceeding as in example 62, but replacing for 3-benzyloxy-4-methoxybenzaldehyde an equivalent quantity of 2-chloro-3-benzyloxy-4-methoxybenzaldehyde (obtained as described in example 84) and purifying the reaction raw product by chromatography on a silica gel column, eluting with methylene chloride/petroleum ether (b.p. 30°-70° C.)=1/1, 2-chloro-3-benzyloxy-4-hydroxybenzaldehyde was obtained, m.p. 149°-150° C. (from methylene chloride/petrolum ether, b.p. 30°-70° C.=1/2). Procedure: The object product (67 mg, 19%) was obtained in the same manner as in Example 1 and using 3-chloro-6-(3,5-dimethyl-1H-pyrazol-1-yl)pyridazine (209 mg), spiro[indene-1,4′-piperidine] trifluoroacetate (300 mg) and potassium carbonate (275 mg). Yields the product CC1=NN(C(=C1)C)C1=CC=C(N=N1)N1CCC2(CC1)C=CC1=CC=CC=C12 (1′-[6-(3,5-dimethyl-1H-pyrazol-1-yl)pyridazin-3-yl]spiro[indene-1,4′-piperidine]). RXN SMILES: Cl[C:2]1[N:3]=[N:4][C:5]([N:8]2[C:12]([CH3:13])=[CH:11][C:10]([CH3:14])=[N:9]2)=[CH:6][CH:7]=1.FC(F)(F)C(O)=O.[NH:22]1[CH2:27][CH2:26][C:25]2([C:35]3[C:30](=[CH:31][CH:32]=[CH:33][CH:34]=3)[CH:29]=[CH:28]2)[CH2:24][CH2:23]1.C(=O)([O-])[O-].[K+].[K+]>>[CH3:14][C:10]1[CH:11]=[C:12]([CH3:13])[N:8]([C:5]2[N:4]=[N:3][C:2]([N:22]3[CH2:27][CH2:26][C:25]4([C:35]5[C:30](=[CH:31][CH:32]=[CH:33][CH:34]=5)[CH:29]=[CH:28]4)[CH2:24][CH2:23]3)=[CH:7][CH:6]=2)[N:9]=1 |f:1.2,3.4.5|. The reactants are product, C([O-])([O-])=O.[K+].[K+] (potassium carbonate), ClC=1N=NC(=CC1)N1N=C(C=C1C)C (3-chloro-6-(3,5-dimethyl-1H-pyrazol-1-yl)pyridazine), FC(C(=O)O)(F)F.N1CCC2(CC1)C=CC1=CC=CC=C12 (spiro[indene-1,4′-piperidine] trifluoroacetate). Reactants: Cl.CC=1C=C(C(=O)C2=CN(C3=CC=CC=C3C2=O)CC2=CC=CC(=N2)C(=O)O)C=CC1C (6-[3-(3,4-dimethyl-benzoyl)-4-oxo-4H-quinolin-1-ylmethyl]-pyridine-2-carboxylic acid hydrochloride), [Cl-].COC1=NC(=NC(=N1)OC)[N+]1(CCOCC1)C (4-(4,6-dimethoxy-1,3,5-triazin-2-yl)-4-methylmorpholinium chloride). Procedure: 27 mg (0.06 mmol) of 6-[3-(3,4-dimethyl-benzoyl)-4-oxo-4H-quinolin-1-ylmethyl]-pyridine-2-carboxylic acid hydrochloride was dissolved in a mixture of 2 mL DMSO and 0.2 mL 2 M methanolic ammonia followed by the addition of 100 mg (0.36 mmol) of 4-(4,6-dimethoxy-1,3,5-triazin-2-yl)-4-methylmorpholinium chloride. The mixture was stirred for 1 h at r.t. followed by purification on reverse-phase HPLC and flash chromatography to give 17 mg of a white solid. LC-MSD, m/z for C25H21N3O3 [M+H]+=412.2; HPL... Isolated yield 68.9%. Product: CC=1C=C(C(=O)C2=CN(C3=CC=CC=C3C2=O)CC2=CC=CC(=N2)C(=O)N)C=CC1C (6-[3-(3,4-Dimethyl-benzoyl)-4-oxo-4H-quinolin-1-ylmethyl]-pyridine-2-carboxylic acid amide). RXN SMILES: Cl.[CH3:2][C:3]1[CH:4]=[C:5]([CH:29]=[CH:30][C:31]=1[CH3:32])[C:6]([C:8]1[C:17](=[O:18])[C:16]2[C:11](=[CH:12][CH:13]=[CH:14][CH:15]=2)[N:10]([CH2:19][C:20]2[N:25]=[C:24]([C:26](O)=[O:27])[CH:23]=[CH:22][CH:21]=2)[CH:9]=1)=[O:7].[Cl-].COC1N=C(OC)N=C([N+]2(C)CCOCC2)[N:37]=1>CS(C)=O.N>[CH3:2][C:3]1[CH:4]=[C:5]([CH:29]=[CH:30][C:31]=1[CH3:32])[C:6]([C:8]1[C:17](=[O:18])[C:16]2[C:11](=[CH:12][CH:13]=[CH:14][CH:15]=2)[N:10]([CH2:19][C:20]2[N:25]=[C:24]([C:26]([NH2:37])=[O:27])[CH:23]=[CH:22][CH:21]=2)[CH:9]=1)=[O:7] |f:0.1,2.3|. Solvent: CS(=O)C (DMSO), N (ammonia). Conditions: time 1 hour. Reactants: O (water), Cl (hydrogen chloride), OCC(=O)[C@@H](O)[C@H](O)[C@H](O)CO (D-(-)-fructose), C(CCCCCCCCCCC)(=O)[O-].[Na+] (sodium laurate). Reagents/catalysts: [Br-].C(CCC)[N+](CCCC)(CCCC)CCCC (tetrabutylammonium bromide). Solvent: C(Cl)(Cl)(Cl)Cl (carbon tetrachloride). Conditions: time 2.5 hour. Product: ClCC1=CC=C(C=O)O1 (5-chloromethylfurfural). Reaction SMILES: [OH:1][CH2:2][C:3]([C@H:5]([C@@H:7]([C@@H:9]([CH2:11]O)[OH:10])O)O)=O.C([O-])(=O)CCCCCCCCCCC.[Na+].O.[ClH:29]>[Br-].C([N+](CCCC)(CCCC)CCCC)CCC.C(Cl)(Cl)(Cl)Cl>[Cl:29][CH2:11][C:9]1[O:10][C:3]([CH:2]=[O:1])=[CH:5][CH:7]=1 |f:1.2,5.6|. Procedure: To the same three-necked flask as in Example 1 were added 5 g (0.028 mole) of a commercially available D-(-)-fructose and two kinds of surface active agent, i.e., 62.2 mg (0.00028 mole) of sodium laurate and 90.2 mg (0.00028 mole) of tetrabutylammonium bromide. Then, 5 ml of water and 30 ml of carbon tetrachloride were added thereto and the mixture was stirred. Thereafter, a molar excess of hydrogen chloride was passed through the mixture at room temperature for about 30 minutes. After stirring ... Starting materials: O=[N+]([O-])c1ccc(CBr)cc1OCc1ccccc1, FC(F)(F)c1cc[nH]n1, [K+], [K+], O=C([O-])[O-], CN(C)C=O. The product is O=[N+]([O-])c1ccc(Cn2ccc(C(F)(F)F)n2)cc1OCc1ccccc1. Reaction SMILES: [CH2:10]([c:11]1[cH:12][cH:13][cH:14][cH:15][cH:16]1)[O:17][c:18]1[c:19]([N+:26](=[O:27])[O-:28])[cH:20][cH:21][c:22]([CH2:24][Br:25])[cH:23]1.[F:1][C:2]([c:3]1[n:4][nH:5][cH:6][cH:7]1)([F:8])[F:9].[K+:29].[K+:30].[O-:31][C:32]([O-:33])=[O:34].[O:35]=[CH:36][N:37]([CH3:38])[CH3:39]>>[F:1][C:2]([c:3]1[n:4][n:5]([CH2:24][c:22]2[cH:21][cH:20][c:19]([N+:26](=[O:27])[O-:28])[c:18]([O:17][CH2:10][c:11]3[cH:12][cH:13][cH:14][cH:15][cH:16]3)[cH:23]2)[cH:6][cH:7]1)([F:8])[F:9]. The reactants are O (Water), [OH-].[K+] (potassium hydroxide), COC([C@H](NC1=NC=CC=C1NC(C1=CC=C(C=C1)Cl)=O)C)=O ((R)-N-[3-[(4-chlorobenzoyl)amino]-2-pyridinyl]alanine methyl ester). Solvent: C(CO)O (ethylene glycol). Product: ClC1=CC=C(C=C1)C1=NC=2C(=NC=CC2)N1[C@@H](C(=O)O)C ((R)-2-(4-Chlorophenyl)-α-methyl-3H-imidazo[4,5-b]pyridine-3-acetic acid). Isolated yield 4.7%. As a reaction SMILES: C[O:2][C:3](=[O:23])[C@@H:4]([CH3:22])[NH:5][C:6]1[C:11]([NH:12][C:13](=O)[C:14]2[CH:19]=[CH:18][C:17]([Cl:20])=[CH:16][CH:15]=2)=[CH:10][CH:9]=[CH:8][N:7]=1.O.[OH-].[K+]>C(O)CO>[Cl:20][C:17]1[CH:18]=[CH:19][C:14]([C:13]2[N:5]([C@H:4]([CH3:22])[C:3]([OH:2])=[O:23])[C:6]3=[N:7][CH:8]=[CH:9][CH:10]=[C:11]3[N:12]=2)=[CH:15][CH:16]=1 |f:2.3|. Reported procedure: A solution of (R)-N-[3-[(4-chlorobenzoyl)amino]-2-pyridinyl]alanine methyl ester (42.5 g, 0.127 mole) in ethylene glycol 8250 ml) was refluxed under nitrogen atmosphere for one hour and then cooled. Water (40 ml) and solid potassium hydroxide pellets (10.13 g, 0.181 mole) were added and the solution was refluxed for an additional two hours, filtered into ice water (1 liter) and acidifed with 3N hydrochloric acid solution to give a solid which was collected by filtration and rinsed with water to ...